From a dataset of the Open Reaction Database (ORD), a public repository of structured organic reaction records. describe an organic reaction: reactants, conditions, products, and yield Reactants: OC1=CC=C(C(=O)OC)C=C1 (methyl 4-hydroxybenzoate), O1CCC(CC1)O (tetrahydro-4-pyranol), C1(=CC=CC=C1)P(C1=CC=CC=C1)C1=CC=CC=C1 (triphenylphosphine), N(=NC(=O)OC(C)C)C(=O)OC(C)C (diisopropyl azodicarboxylate), N(=NC(=O)OC(C)C)C(=O)OC(C)C (diisopropyl azodicarboxylate), O1CCC(CC1)O (tetrahydro-4-pyranol). Run in O1CCCC1 (tetrahydrofuran). Reaction conditions: time 24 hour. The product is crude product, O1CCC(CC1)OC1=CC=C(C(=O)OC)C=C1 (methyl 4-(tetrahydro-2H-pyran-4-yloxy)benzoate). As a reaction SMILES: [OH:1][C:2]1[CH:11]=[CH:10][C:5]([C:6]([O:8][CH3:9])=[O:7])=[CH:4][CH:3]=1.[O:12]1[CH2:17][CH2:16][CH:15](O)[CH2:14][CH2:13]1.C1(P(C2C=CC=CC=2)C2C=CC=CC=2)C=CC=CC=1.N(C(OC(C)C)=O)=NC(OC(C)C)=O>O1CCCC1>[O:12]1[CH2:17][CH2:16][CH:15]([O:1][C:2]2[CH:3]=[CH:4][C:5]([C:6]([O:8][CH3:9])=[O:7])=[CH:10][CH:11]=2)[CH2:14][CH2:13]1. Procedure: To a stirred solution of methyl 4-hydroxybenzoate (30 g, 197 mmol, 1.0 mole equivalents), tetrahydro-4-pyranol (24 ml, 251 mmol, 1.3 mole equivalents) and triphenylphosphine (78 g, 297 mmol, 1.5 mole equivalents) in tetrahydrofuran (600 ml) at room temperature, was added diisopropyl azodicarboxylate (58 ml, 298 mmol, 1.5 mole equivalents) over a period of 15 minutes. The reaction mixture was stirred for 24 hours at room temperature. Another portion of diisopropyl azodicarboxylate (5 ml) and tetr... Starting materials: CC(C)(C)c1cc(C(=O)Cl)cc(C(C)(C)C)c1O, COCCOC, Nc1cccc(C(=O)O)c1. Yields the product CC(C)(C)c1cc(C(=O)Nc2cccc(C(=O)O)c2)cc(C(C)(C)C)c1O. As a reaction SMILES: [C:11]([CH3:12])([CH3:13])([CH3:14])[c:15]1[cH:16][c:17]([C:18](=[O:19])[Cl:20])[cH:21][c:22]([C:25]([CH3:26])([CH3:27])[CH3:28])[c:23]1[OH:24].[CH3:29][O:30][CH2:31][CH2:32][O:33][CH3:34].[NH2:1][c:2]1[cH:3][c:4]([C:5](=[O:6])[OH:7])[cH:8][cH:9][cH:10]1>>[NH:1]([c:2]1[cH:3][c:4]([C:5](=[O:6])[OH:7])[cH:8][cH:9][cH:10]1)[C:18]([c:17]1[cH:16][c:15]([C:11]([CH3:12])([CH3:13])[CH3:14])[c:23]([OH:24])[c:22]([C:25]([CH3:26])([CH3:27])[CH3:28])[cH:21]1)=[O:19]. Reactants: N1(CCC2=CC=CC=C12)C(=O)NC1=C(C=C(C=C1)CC(=O)OC)OC (methyl 4-[(2,3-dihydro-indole-1-carbonyl)-amino]-3-methoxy-phenyl-acetate), [OH-].[Na+] (sodium hydroxide). The solvent is CO (methanol), O (water). Conditions: temperature 50 celsius, time 4 hour. The product is N1(CCC2=CC=CC=C12)C(=O)NC1=C(C=C(C=C1)CC(=O)O)OC (4-[(2,3-dihydro-indole-1-carbonyl)-amino]-3-methoxy-phenyl-acetic acid). Yield: 86.2%. RXN SMILES: [N:1]1([C:10]([NH:12][C:13]2[CH:18]=[CH:17][C:16]([CH2:19][C:20]([O:22]C)=[O:21])=[CH:15][C:14]=2[O:24][CH3:25])=[O:11])[C:9]2[C:4](=[CH:5][CH:6]=[CH:7][CH:8]=2)[CH2:3][CH2:2]1.[OH-].[Na+]>CO.O>[N:1]1([C:10]([NH:12][C:13]2[CH:18]=[CH:17][C:16]([CH2:19][C:20]([OH:22])=[O:21])=[CH:15][C:14]=2[O:24][CH3:25])=[O:11])[C:9]2[C:4](=[CH:5][CH:6]=[CH:7][CH:8]=2)[CH2:3][CH2:2]1 |f:1.2|. Procedure: A mixture of methyl 4-[(2,3-dihydro-indole-1-carbonyl)-amino]-3-methoxy-phenyl-acetate (5.2 g, Reference Example 6) and sodium hydroxide (20 mL, 1M) in methanol (100 mL) and water (50 mL) was stirred at 50° C. for 4 hours. The mixture was evaporated to low bulk and the aqueous layer was washed with dichloromethane then acidified with hydrochloric acid (1M) to give a tan precipitate. This material was filtered, washed with water, then with ether and then dried to give the title compound (4.3 g) a... Reactants: [Br-], CCOC(=O)CBr, CC#N, CCCC[N+](CCCC)(CCCC)CCCC, [Na+], [Na+], O=C([O-])[O-], CCCCC1(CCCC)CN(c2ccccc2)c2cc(SC)c(O)cc2S(=O)(=O)C1. Yields the product CCCCC1(CCCC)CN(c2ccccc2)c2cc(SC)c(C(=O)OCC)cc2S(=O)(=O)C1. RXN SMILES: [Br-:47].[Br:31][CH2:32][C:33](=[O:34])[O:35][CH2:36][CH3:37].[CH3:44][C:45]#[N:46].[CH3:48][CH2:49][CH2:50][CH2:51][N+:52]([CH2:53][CH2:54][CH2:55][CH3:56])([CH2:57][CH2:58][CH2:59][CH3:60])[CH2:61][CH2:62][CH2:63][CH3:64].[Na+:38].[Na+:39].[O-:40][C:41](=[O:42])[O-:43].[O:1]=[S:2]1(=[O:30])[CH2:3][C:4]([CH2:22][CH2:23][CH2:24][CH3:25])([CH2:26][CH2:27][CH2:28][CH3:29])[CH2:5][N:6]([c:16]2[cH:17][cH:18][cH:19][cH:20][cH:21]2)[c:7]2[c:8]1[cH:9][c:10]([OH:15])[c:11]([S:13][CH3:14])[cH:12]2>>[O:1]=[S:2]1(=[O:30])[CH2:3][C:4]([CH2:22][CH2:23][CH2:24][CH3:25])([CH2:26][CH2:27][CH2:28][CH3:29])[CH2:5][N:6]([c:16]2[cH:17][cH:18][cH:19][cH:20][cH:21]2)[c:7]2[c:8]1[cH:9][c:10]([C:33](=[O:34])[O:35][CH2:36][CH3:37])[c:11]([S:13][CH3:14])[cH:12]2. Reactants: CC(C)(C)OC(=O)NCCCCCC(=O)O, Nc1cc(C(=O)O)cc([N+](=O)[O-])c1. The product is CC(C)(C)OC(=O)NCCCCCC(=O)Nc1cc(C(=O)O)cc([N+](=O)[O-])c1. Reaction SMILES: [C:1]([CH3:2])([CH3:3])([CH3:4])[O:5][C:6](=[O:7])[NH:8][CH2:9][CH2:10][CH2:11][CH2:12][CH2:13][C:14](=[O:15])[OH:16].[NH2:17][c:18]1[cH:19][c:20]([C:21](=[O:22])[OH:23])[cH:24][c:25]([N+:27](=[O:28])[O-:29])[cH:26]1>>[C:1]([CH3:2])([CH3:3])([CH3:4])[O:5][C:6](=[O:7])[NH:8][CH2:9][CH2:10][CH2:11][CH2:12][CH2:13][C:14](=[O:16])[NH:17][c:18]1[cH:19][c:20]([C:21](=[O:22])[OH:23])[cH:24][c:25]([N+:27](=[O:28])[O-:29])[cH:26]1. Yields the product COc1cc(CC(=O)O)ccc1NC(=O)Nc1ccccc1C. The reactants are COc1cc(CC(=O)OC(C)(C)C)ccc1NC(=O)Nc1ccccc1C, O=C(O)C(F)(F)F. Reaction SMILES: [CH3:1][O:2][c:3]1[cH:4][c:5]([CH2:20][C:21](=[O:22])[O:23][C:24]([CH3:25])([CH3:26])[CH3:27])[cH:6][cH:7][c:8]1[NH:9][C:10](=[O:11])[NH:12][c:13]1[c:14]([CH3:19])[cH:15][cH:16][cH:17][cH:18]1.[OH:28][C:29]([C:30]([F:31])([F:32])[F:33])=[O:34]>>[CH3:1][O:2][c:3]1[cH:4][c:5]([CH2:20][C:21](=[O:22])[OH:23])[cH:6][cH:7][c:8]1[NH:9][C:10](=[O:11])[NH:12][c:13]1[c:14]([CH3:19])[cH:15][cH:16][cH:17][cH:18]1. Reactants: CCCCOCc1cc(C(C)(C)C)cc(C(C)(C)C)c1O, CCCCO, C=CC(=O)OCCCC, O=C(O)c1ccccc1. Yields the product CCCCOC(=O)C1CCc2cc(C(C)(C)C)cc(C(C)(C)C)c2O1. Reaction SMILES: [C:19]([CH3:20])([CH3:21])([CH3:22])[c:23]1[c:24]([OH:39])[c:25]([CH2:33][O:34][CH2:35][CH2:36][CH2:37][CH3:38])[cH:26][c:27]([C:29]([CH3:30])([CH3:31])[CH3:32])[cH:28]1.[CH2:40]([OH:41])[CH2:42][CH2:43][CH3:44].[CH3:1][CH2:2][CH2:3][CH2:4][O:5][C:6](=[O:7])[CH:8]=[CH2:9].[OH:10][C:11]([c:12]1[cH:13][cH:14][cH:15][cH:16][cH:17]1)=[O:18]>>[CH3:1][CH2:2][CH2:3][CH2:4][O:5][C:6](=[O:7])[CH:8]1[CH2:9][CH2:33][c:25]2[c:24]([c:23]([C:19]([CH3:20])([CH3:21])[CH3:22])[cH:28][c:27]([C:29]([CH3:30])([CH3:31])[CH3:32])[cH:26]2)[O:39]1. The reactants are NC1=C(C=CC(=C1)SC(N)=O)NC(=S)NC(=O)OC (2-amino-4-carbamoylthio-1-(3-methoxycarbonyl-2-thioureido)benzene), C(C)(=O)Cl (acetyl chloride). Conditions: time 2 hour. Yields the product C(C)(=O)NC1=C(C=CC(=C1)SC(N)=O)NC(=S)NC(=O)OC (2-acetamido-4-carbamoylthio-1-(3-methoxycarbonyl-2-thioureido)benzene). RXN SMILES: [NH2:1][C:2]1[CH:7]=[C:6]([S:8][C:9](=[O:11])[NH2:10])[CH:5]=[CH:4][C:3]=1[NH:12][C:13]([NH:15][C:16]([O:18][CH3:19])=[O:17])=[S:14].[C:20](Cl)(=[O:22])[CH3:21]>>[C:20]([NH:1][C:2]1[CH:7]=[C:6]([S:8][C:9](=[O:11])[NH2:10])[CH:5]=[CH:4][C:3]=1[NH:12][C:13]([NH:15][C:16]([O:18][CH3:19])=[O:17])=[S:14])(=[O:22])[CH3:21]. Procedure details: 0.7 G. of 2-amino-4-carbamoylthio-1-(3-methoxycarbonyl-2-thioureido)benzene is treated with 1.5 ml. of acetyl chloride. The mixture is stripped after two hours and the residue recrystallized to afford 2-acetamido-4-carbamoylthio-1-(3-methoxycarbonyl-2-thioureido)benzene.